describe an organic reaction: reactants, conditions, products, and yield From a dataset of the Open Reaction Database (ORD), a public repository of structured organic reaction records. The reactants are CC(C)(O)C#Cc1cnc(N2CCC(Oc3cc(F)ccc3Br)CC2)nc1, Cc1ccccc1, [H-], [Na+]. Product: C#Cc1cnc(N2CCC(Oc3cc(F)ccc3Br)CC2)nc1. As a reaction SMILES: [Br:1][c:2]1[c:3]([O:4][CH:5]2[CH2:6][CH2:7][N:8]([c:11]3[n:12][cH:13][c:14]([C:17]#[C:18][C:19]([CH3:20])([OH:21])[CH3:22])[cH:15][n:16]3)[CH2:9][CH2:10]2)[cH:23][c:24]([F:27])[cH:25][cH:26]1.[CH3:30][c:31]1[cH:32][cH:33][cH:34][cH:35][cH:36]1.[H-:28].[Na+:29]>>[Br:1][c:2]1[c:3]([O:4][CH:5]2[CH2:6][CH2:7][N:8]([c:11]3[n:12][cH:13][c:14]([C:17]#[CH:18])[cH:15][n:16]3)[CH2:9][CH2:10]2)[cH:23][c:24]([F:27])[cH:25][cH:26]1. The reactants are O=C(Cl)C(=O)Cl, NCCCCN1CCc2ccccc2C(c2ccccc2)C1, O=C(O)C=Cc1cccnc1. The product is O=C(C=Cc1cccnc1)NCCCCN1CCc2ccccc2C(c2ccccc2)C1. RXN SMILES: [Cl:12][C:13]([C:14]([Cl:15])=[O:16])=[O:17].[c:18]1([CH:24]2[CH2:25][N:26]([CH2:35][CH2:36][CH2:37][CH2:38][NH2:39])[CH2:27][CH2:28][c:29]3[c:30]2[cH:31][cH:32][cH:33][cH:34]3)[cH:19][cH:20][cH:21][cH:22][cH:23]1.[n:1]1[cH:2][c:3]([CH:7]=[CH:8][C:9](=[O:10])[OH:11])[cH:4][cH:5][cH:6]1>>[n:1]1[cH:2][c:3]([CH:7]=[CH:8][C:9](=[O:11])[NH:39][CH2:38][CH2:37][CH2:36][CH2:35][N:26]2[CH2:25][CH:24]([c:18]3[cH:19][cH:20][cH:21][cH:22][cH:23]3)[c:30]3[c:29]([cH:34][cH:33][cH:32][cH:31]3)[CH2:28][CH2:27]2)[cH:4][cH:5][cH:6]1. The reactants are CC(C)C1CC1(CNC(=O)OC(C)(C)C)C(N)=O, Clc1nc(Cl)nc(Cl)n1, [Na+], CN(C)C=O, [OH-]. The product is CC(C)C1CC1(C#N)CNC(=O)OC(C)(C)C. As a reaction SMILES: [C:1]([CH3:2])([CH3:3])([CH3:4])[O:5][C:6]([NH:7][CH2:8][C:9]1([C:15]([NH2:16])=[O:17])[CH:10]([CH:12]([CH3:13])[CH3:14])[CH2:11]1)=[O:18].[Cl:19][c:20]1[n:21][c:22]([Cl:23])[n:24][c:25]([Cl:26])[n:27]1.[Na+:29].[O:30]=[CH:31][N:32]([CH3:33])[CH3:34].[OH-:28]>>[C:1]([CH3:2])([CH3:3])([CH3:4])[O:5][C:6]([NH:7][CH2:8][C:9]1([C:15]#[N:16])[CH:10]([CH:12]([CH3:13])[CH3:14])[CH2:11]1)=[O:18]. Starting materials: COC=1C=C(N)C=CC1C1=CN=CO1 (3-methoxy-4-(oxazol-5-yl)aniline), TEA, ClC1=NC=NC(=C1C(=O)Cl)Cl (4,6-Dichloropyrimidine-5-carbonyl chloride). Solvent: C(Cl)Cl (DCM), ClCCl (dichloromethane), ClCCl (dichloromethane). Reaction conditions: time 30 minute. Yields the product ClC1=NC=NC(=C1C(=O)NC1=CC(=C(C=C1)C1=CN=CO1)OC)Cl (4,6-Dichloro-N-(3-methoxy-4-(oxazol-5-yl)phenyl)pyrimidine-5-carboxamide). Isolated yield 71.0%. RXN SMILES: [Cl:1][C:2]1[C:7]([C:8](Cl)=[O:9])=[C:6]([Cl:11])[N:5]=[CH:4][N:3]=1.[CH3:12][O:13][C:14]1[CH:15]=[C:16]([CH:18]=[CH:19][C:20]=1[C:21]1[O:25][CH:24]=[N:23][CH:22]=1)[NH2:17]>ClCCl>[Cl:1][C:2]1[C:7]([C:8]([NH:17][C:16]2[CH:18]=[CH:19][C:20]([C:21]3[O:25][CH:24]=[N:23][CH:22]=3)=[C:14]([O:13][CH3:12])[CH:15]=2)=[O:9])=[C:6]([Cl:11])[N:5]=[CH:4][N:3]=1. Procedure details: 4,6-Dichloropyrimidine-5-carbonyl chloride (600 mg, 2.84 mmol, prepared according to E. V. Tarasov et al. Synlett 2000, 5, 625-626) was dissolved in dichloromethane (5 ml) and TEA (395 μl, 2.83 mmol) was added. To this solution, 3-methoxy-4-(oxazol-5-yl)aniline (540 mg, 2.84 mmol, prepared according to S. H. Watterson et al. Bio. Med. Chem. Lett. 12 (2002) 2879-2882) in 5 ml DCM was dropwise added and the mixture was stirred for 30 min. The reaction mixture was then diluted with dichloromethane,... Procedure details: 1.76 Grams (13.2 mmol) of the N-chlorosuccinimide was added little by little to a solution consisting of 2.06 g (13.2 mmol) of an ethyl-4,5-bis(hydroxymethyl) imidazole, 100 ml of ethanol and 40 ml of 1,4-dioxane maintained at room temperature with stirring over a period of about 11 minutes. The mixture was then stirred at the same temperature for three hours and for another 30 minutes at a temperature of 50° C. After the reaction, the solvent was distilled off under reduced pressure and the res... Product: C(C)C=1NC(=C(N1)Cl)CO (2-ethyl-4-chloro-5-(hydroxymethyl) imidazole). Run at time 11 minute. As a reaction SMILES: [Cl:1]N1C(=O)CCC1=O.[CH2:9]([C:11]1[NH:12][C:13]([CH2:18][OH:19])=[C:14](CO)[N:15]=1)[CH3:10].C(O)C>O1CCOCC1>[CH2:9]([C:11]1[NH:12][C:13]([CH2:18][OH:19])=[C:14]([Cl:1])[N:15]=1)[CH3:10]. Starting materials: ClN1C(CCC1=O)=O (N-chlorosuccinimide), C(C)C=1NC(=C(N1)CO)CO (ethyl-4,5-bis(hydroxymethyl) imidazole), C(C)O (ethanol). The solvent is O1CCOCC1 (1,4-dioxane). Reactants: O=C(NC(=S)Nc1cc[nH]n1)c1ccccc1, O=C(N=C=S)c1ccccc1, CN(C)C=O, Nc1cc[nH]n1. Product: NC(=S)Nc1cc[nH]n1. As a reaction SMILES: [C:18](=[O:19])([c:20]1[cH:21][cH:22][cH:23][cH:24][cH:25]1)[NH:26][C:27](=[S:28])[NH:29][c:30]1[n:31][nH:32][cH:33][cH:34]1.[C:7]([N:8]=[C:9]=[S:10])(=[O:11])[c:12]1[cH:13][cH:14][cH:15][cH:16][cH:17]1.[O:35]=[CH:36][N:37]([CH3:38])[CH3:39].[nH:1]1[cH:2][cH:3][c:4]([NH2:5])[n:6]1>>[NH2:26][C:27](=[S:28])[NH:29][c:30]1[n:31][nH:32][cH:33][cH:34]1. Reactants: O1C(=CC=C1)C(=O)N=C=S (2-Furancarbonyl isothiocyanate), O1C(=CC=C1)C(=O)Cl (2-furancarbonyl chloride), COC=1C=C2C(=CC=NC2=CC1OC)OC1=CC=C(N)C=C1 (4-[(6,7-Dimethoxy-4-quinolyl)oxy]aniline), C1(=CC=CC=C1)C (toluene). Run in C(C)O (ethanol), C(C)O (ethanol). Reaction conditions: time 2 hour. Product: O1C(=CC=C1)C(=O)N=C=S (2-Furancarbonyl isothiocyanate), COC=1C=C2C(=CC=NC2=CC1OC)OC1=CC=C(C=C1)NC(=S)NC(=O)C=1OC=CC1 (N-{4-[(6,7-Dimethoxy-4-quinolyl)oxy]phenyl}-N′-(2-furylcarbonyl)thiourea). Isolated yield 53.0%. As a reaction SMILES: O1C=CC=C1C(Cl)=O.[O:9]1[CH:13]=[CH:12][CH:11]=[C:10]1[C:14]([N:16]=[C:17]=[S:18])=[O:15].[CH3:19][O:20][C:21]1[CH:22]=[C:23]2[C:28](=[CH:29][C:30]=1[O:31][CH3:32])[N:27]=[CH:26][CH:25]=[C:24]2[O:33][C:34]1[CH:40]=[CH:39][C:37]([NH2:38])=[CH:36][CH:35]=1.C1(C)C=CC=CC=1>C(O)C>[O:9]1[CH:13]=[CH:12][CH:11]=[C:10]1[C:14]([N:16]=[C:17]=[S:18])=[O:15].[CH3:19][O:20][C:21]1[CH:22]=[C:23]2[C:28](=[CH:29][C:30]=1[O:31][CH3:32])[N:27]=[CH:26][CH:25]=[C:24]2[O:33][C:34]1[CH:35]=[CH:36][C:37]([NH:38][C:17]([NH:16][C:14]([C:10]2[O:9][CH:13]=[CH:12][CH:11]=2)=[O:15])=[S:18])=[CH:39][CH:40]=1. Procedure details: 2-Furancarbonyl isothiocyanate was prepared using commercially available 2-furancarbonyl chloride (80 mg) as a starting compound according to the description of the literature. 2-Furancarbonyl isothiocyanate was dissolved in ethanol (1 ml) to prepare a solution. 4-[(6,7-Dimethoxy-4-quinolyl)oxy]aniline (50 mg), toluene (5 ml), and ethanol (1 ml) were added to the solution, and the mixture was stirred at room temperature for 2 hr. The reaction solution was concentrated, and the residue was purifi...